The task is: describe an organic reaction: reactants, conditions, products, and yield. This data is from the Open Reaction Database (ORD), a public repository of structured organic reaction records. The reactants are CCCCCCC.CCOC(=O)C (n-heptane EtOAc), N1=C(C=CC2=CC=CC=C12)C=O (quinolin-2-carboxaldehyde), C(=O)C=P(C1=CC=CC=C1)(C1=CC=CC=C1)C1=CC=CC=C1 (formylmethylenetriphenylphosphorane). The solvent is C(Cl)Cl (CH2Cl2). Yields the product N1=C(C=CC2=CC=CC=C12)/C=C/C=O ((2E)-3-(Quinolin-2yl)-prop-2-enal). The yield is 11.3%. RXN SMILES: [N:1]1[C:10]2[C:5](=[CH:6][CH:7]=[CH:8][CH:9]=2)[CH:4]=[CH:3][C:2]=1[CH:11]=O.[CH:13]([CH:15]=P(C1C=CC=CC=1)(C1C=CC=CC=1)C1C=CC=CC=1)=[O:14].CCCCCCC.CCOC(C)=O>C(Cl)Cl>[N:1]1[C:10]2[C:5](=[CH:6][CH:7]=[CH:8][CH:9]=2)[CH:4]=[CH:3][C:2]=1/[CH:11]=[CH:15]/[CH:13]=[O:14] |f:2.3|. Reported procedure: A solution of quinolin-2-carboxaldehyde (3.5 g, 22.3 mmol) and formylmethylenetriphenylphosphorane (6.79 g, 22.3 mmol) in CH2Cl2 (180 ml) was treated as seen in preparation 1. After a chromatography on silicagel (n-heptane/EtOAc 4/1) pure title compound was obtained (460 mg, 2.51 mmol, yield 11.3%) as grey needles, m.p.=85°. The reactants are ClC=1N(N=C2C=C(C=CC12)F)C1=CC=C(C=C1)Cl (3-chloro-2-(4-chloro-phenyl)-6-fluoro-2H-indazole), C1(CCCCC1)N (cyclohexylamine). The solvent is CN1C(CCC1)=O (N-methyl 2-pyrrolidone). The product is ClC1=CC=C(C=C1)N1N=C2C=C(C=CC2=C1NC1CCCCC1)F ([2-(4-Chloro-phenyl)-6-fluoro-2H-indazol-3-yl]-cyclohexyl-amine). RXN SMILES: Cl[C:2]1[N:3]([C:12]2[CH:17]=[CH:16][C:15]([Cl:18])=[CH:14][CH:13]=2)[N:4]=[C:5]2[C:10]=1[CH:9]=[CH:8][C:7]([F:11])=[CH:6]2.[CH:19]1([NH2:25])[CH2:24][CH2:23][CH2:22][CH2:21][CH2:20]1>CN1CCCC1=O>[Cl:18][C:15]1[CH:16]=[CH:17][C:12]([N:3]2[C:2]([NH:25][CH:19]3[CH2:24][CH2:23][CH2:22][CH2:21][CH2:20]3)=[C:10]3[C:5]([CH:6]=[C:7]([F:11])[CH:8]=[CH:9]3)=[N:4]2)=[CH:13][CH:14]=1. Reported procedure: In analogy to the procedure described in example 4.1, 3-chloro-2-(4-chloro-phenyl)-6-fluoro-2H-indazole was reacted with cyclohexylamine ([108-91-8]) in N-methyl 2-pyrrolidone for 72 h at 150° C. in a sealed tube to give the title compound as yellow solid. MS: m/e=344.5 [M+H+]. Starting materials: Br (hydrobromic acid), C(C)(C)(C)C1=CC=C(C=C1)C(C[C@H]1CCC(N1)=O)C1=NC(=C(C=C1)Cl)OC ((5R)-5-[2-(4-tert-butylphenyl)-2-(5-chloro-6-methoxypyridin-2-yl)ethyl]pyrrolidin-2-one). The solvent is O1CCOCC1 (1,4-dioxane). Conditions: temperature 65 celsius, time 30 minute. The product is C(C)(C)(C)C1=CC=C(C=C1)C(C[C@@H]1NC(CC1)=O)C1=CC=C(C(N1)=O)Cl (6-{1-(4-tert-butylphenyl)-2-[(2R)-5-oxopyrrolidin-2-yl]ethyl}-3-chloropyridin-2(1H)-one). As a reaction SMILES: Br.[C:2]([C:6]1[CH:11]=[CH:10][C:9]([CH:12]([C:20]2[CH:25]=[CH:24][C:23]([Cl:26])=[C:22]([O:27]C)[N:21]=2)[CH2:13][C@@H:14]2[NH:18][C:17](=[O:19])[CH2:16][CH2:15]2)=[CH:8][CH:7]=1)([CH3:5])([CH3:4])[CH3:3]>O1CCOCC1>[C:2]([C:6]1[CH:7]=[CH:8][C:9]([CH:12]([C:20]2[NH:21][C:22](=[O:27])[C:23]([Cl:26])=[CH:24][CH:25]=2)[CH2:13][C@H:14]2[CH2:15][CH2:16][C:17](=[O:19])[NH:18]2)=[CH:10][CH:11]=1)([CH3:5])([CH3:3])[CH3:4]. Procedure details: 48% hydrobromic acid (1 mL) was added to a solution of (5R)-5-[2-(4-tert-butylphenyl)-2-(5-chloro-6-methoxypyridin-2-yl)ethyl]pyrrolidin-2-one (100 mg) in 1,4-dioxane (2 mL), and the mixture was stirred at room temperature for 30 minutes and at 65° C. for 30 minutes. The reaction solution was extracted with ethyl acetate. The organic layer was washed with brine, dried over anhydrous magnesium sulfate and filtered. The solvent was then evaporated under reduced pressure. The resulting residue was ...